From a dataset of the Open Reaction Database (ORD), a public repository of structured organic reaction records. describe an organic reaction: reactants, conditions, products, and yield The reactants are CC(=O)Cl, ClCCl, Oc1cccc(F)c1F, c1ccncc1. Product: CC(=O)Oc1cccc(F)c1F. As a reaction SMILES: [CH3:16][C:17]([Cl:18])=[O:19].[Cl:20][CH2:21][Cl:22].[F:1][c:2]1[c:3]([OH:9])[cH:4][cH:5][cH:6][c:7]1[F:8].[cH:10]1[cH:11][cH:12][n:13][cH:14][cH:15]1>>[F:1][c:2]1[c:3]([O:9][C:17]([CH3:16])=[O:19])[cH:4][cH:5][cH:6][c:7]1[F:8]. Reactants: FC1=C2C(C(=CN(C2=C(C(=C1F)F)F)[C@H]1[C@@H](C1)F)C(=O)OCC)=O (ethyl 5,6,7,8-tetrafluoro-1-(trans-2-fluoro-cyclopropyl)-1,4-dihydro-4-oxo-3quinolinecarboxylate), ice water, O (water), S(O)(O)(=O)=O (sulphuric acid). The solvent is C(C)(=O)O (acetic acid). Yields the product FC1=C2C(C(=CN(C2=C(C(=C1F)F)F)[C@H]1[C@H](C1)F)C(=O)O)=O (5,6,7,8-Tetrafluoro-1-(cis-2-fluoro-cyclopropyl)-1,4-dihydro-4-oxo-3-quinolinecarboxylic acid). As a reaction SMILES: [F:1][C:2]1[C:11]([F:12])=[C:10]([F:13])[C:9]([F:14])=[C:8]2[C:3]=1[C:4](=[O:24])[C:5]([C:19]([O:21]CC)=[O:20])=[CH:6][N:7]2[C@@H:15]1[CH2:17][C@H:16]1[F:18].O.S(=O)(=O)(O)O>C(O)(=O)C>[F:1][C:2]1[C:11]([F:12])=[C:10]([F:13])[C:9]([F:14])=[C:8]2[C:3]=1[C:4](=[O:24])[C:5]([C:19]([OH:21])=[O:20])=[CH:6][N:7]2[C@@H:15]1[CH2:17][C@@H:16]1[F:18]. Reported procedure: 1.35 g (3.9 mmol) of ethyl 5,6,7,8-tetrafluoro-1-(trans-2-fluoro-cyclopropyl)-1,4-dihydro-4-oxo-3quinolinecarboxylate are heated under reflux for 2 hours in a mixture of 6.3 ml of acetic acid, 4.2 ml of water and 0.64 ml of concentrated sulphuric acid. After having been cooled down, this mixture is introduced into 40 ml of ice water and the undissolved precipitate is filtered off, washed with water and dried at 110° C. under high vacuum. Yield: 0.9 g (72% of theory) of 5,6,7,8-tetrafluoro-1-(tra... Reaction SMILES: Cl[C:2]([O:4][CH2:5][CH3:6])=[O:3].[CH:7]1[C:13]([NH2:14])=[N:12][C:10](=[O:11])[N:9]([C@@H:15]2[O:19][C@H:18]([CH2:20][OH:21])[C@@H:17]([OH:22])[C:16]2([F:24])[F:23])[CH:8]=1.Cl>>[F:24][C:16]1([F:23])[C@H:17]([OH:22])[C@@H:18]([CH2:20][OH:21])[O:19][C@H:15]1[N:9]1[CH:8]=[CH:7][C:13]([NH:14][C:2]([O:4][CH2:5][CH3:6])=[O:3])=[N:12][C:10]1=[O:11] |f:1.2|. The reactants are ClC(=O)OCC (ethyl chloroformate), C1=CN(C(=O)N=C1N)[C@H]2C([C@@H]([C@H](O2)CO)O)(F)F.Cl (gemcitabine hydrochloride). The product is FC1([C@@H](O[C@@H]([C@H]1O)CO)N1C(N=C(C=C1)NC(=O)OCC)=O)F (1-[(2R,4R,5R)-3,3-Difluoro-4-hydroxy-5-(hydroxy-methyl)oxolan-2-yl]-1,2-dihydro-4-(ethoxycarbonylamino)pyrimidin-2-one). Reported procedure: Using Method A and ethyl chloroformate, gemcitabine hydrochloride was converted to 8 (white solid, 64% yield): 1H NMR (400 MHz, DMSO-d6)δ10.88 (s, 1H), 8.24-8.27 (d, 1H), 7.13-7.16 (d, 1H), 6.34-6.37 (d, 1H), 6.18-6.22 (t, 1H), 5.32-5.36 (t, 1H), 4.17-4.23 (m, 3H), 3.90-3.94 (m, 1H), 3.82-3.86 (m, 1H), 3.65-3.72 (m, 1H), 1.25-1.29 (t, 3H); MS (HR-ESI): m/z 334.0853 [M−H]−. The yield is 64.0%. Starting materials: Cl (HCl), NC1=NC=2C=CC=CC2C2=C1N=C(N2CC2(CCCC2)O)COCC (1-{[4-amino-2-(ethoxymethyl)-1H-imidazo[4,5-c]quinolin-1-yl]methyl}cyclopentanol). The reagents and catalysts are [Pt](=O)=O (platinum (IV) oxide). Run in C(C)O (ethanol), C(C)O (ethanol), FC(C(=O)O)(F)F (trifluoroacetic acid). Run at temperature 60 celsius, time 5 day. The product is NC1=NC=2CCCCC2C2=C1N=C(N2CC2(CCCC2)O)COCC (1-{[4-amino-2-(ethoxymethyl)-6,7,8,9-tetrahydro-1H-imidazo[4,5-c]quinolin-1-yl]methyl}cyclopentanol). As a reaction SMILES: [NH2:1][C:2]1[C:11]2[N:12]=[C:13]([CH2:22][O:23][CH2:24][CH3:25])[N:14]([CH2:15][C:16]3([OH:21])[CH2:20][CH2:19][CH2:18][CH2:17]3)[C:10]=2[C:9]2[CH:8]=[CH:7][CH:6]=[CH:5][C:4]=2[N:3]=1.Cl>FC(F)(F)C(O)=O.C(O)C.[Pt](=O)=O>[NH2:1][C:2]1[C:11]2[N:12]=[C:13]([CH2:22][O:23][CH2:24][CH3:25])[N:14]([CH2:15][C:16]3([OH:21])[CH2:17][CH2:18][CH2:19][CH2:20]3)[C:10]=2[C:9]2[CH2:8][CH2:7][CH2:6][CH2:5][C:4]=2[N:3]=1. Reported procedure: A mixture of 1-{[4-amino-2-(ethoxymethyl)-1H-imidazo[4,5-c]quinolin-1-yl]methyl}cyclopentanol (prepared as described in Example 3, 0.50 g, 1.47 mmol) and platinum (IV) oxide (0.25 g) in trifluoroacetic acid (20 mL) was hydrogenated at 50 psi (3.5×105 Pa) for 5 d on a Parr apparatus. The reaction mixture was filtered through CELITE filter agent and the filtrate was treated with saturated aqueous NaOH until the pH=14, then was extracted with dichloromethane (3×100 mL). The organic layers were comb... The reactants are C(/C(/Cl)=C(/Cl)\C=O)(=O)O (mucochloric acid), N1C=CC2=CC=CC=C12 (indole). Run in C1=CC=CC=C1 (benzene). The product is N1C=C(C2=CC=CC=C12)C1C(=C(C(O1)=O)Cl)Cl (5-(3-indolyl)-3,4-dichloro-2(5H)-furanone). Isolated yield 16.5%. As a reaction SMILES: [C:1]([OH:9])(=[O:8])/[C:2](=[C:4](\[CH:6]=O)/[Cl:5])/[Cl:3].[NH:10]1[C:18]2[C:13](=[CH:14][CH:15]=[CH:16][CH:17]=2)[CH:12]=[CH:11]1>C1C=CC=CC=1>[NH:10]1[C:18]2[C:13](=[CH:14][CH:15]=[CH:16][CH:17]=2)[C:12]([CH:6]2[O:9][C:1](=[O:8])[C:2]([Cl:3])=[C:4]2[Cl:5])=[CH:11]1. Reported procedure: A stirred mixture of 20.3 g (0.12 mole) of mucochloric acid, 14.1 g (0.12 mole) of indole and 125 ml of benzene was heated for approximately twenty hours at reflux temperature. The reaction mixture was cooled to ambient temperature and a dark brown solid which had separated was collected by filtration. This solid was purified by two successive recrystallizations from benzene at approximately 60° C., with the aid of decolorizing charcoal. After the second recrystallization, the purified product w...